Dataset: the Open Reaction Database (ORD), a public repository of structured organic reaction records. Task: describe an organic reaction: reactants, conditions, products, and yield The reactants are CCOP(=O)(OCC)C1C(=O)NC(=O)N1C, Cc1cccc([N+](=O)[O-])c1C=O. Yields the product Cc1cccc([N+](=O)[O-])c1C=C1C(=O)NC(=O)N1C. As a reaction SMILES: [CH3:13][N:14]1[C:15](=[O:28])[NH:16][C:17](=[O:27])[CH:18]1[P:19]([O:20][CH2:21][CH3:22])(=[O:23])[O:24][CH2:25][CH3:26].[CH3:1][c:2]1[c:3]([CH:4]=[O:5])[c:6]([N+:10](=[O:11])[O-:12])[cH:7][cH:8][cH:9]1>>[CH3:1][c:2]1[c:3]([CH:4]=[C:18]2[N:14]([CH3:13])[C:15](=[O:28])[NH:16][C:17]2=[O:27])[c:6]([N+:10](=[O:11])[O-:12])[cH:7][cH:8][cH:9]1.